Dataset: the Open Reaction Database (ORD), a public repository of structured organic reaction records. Task: describe an organic reaction: reactants, conditions, products, and yield Starting materials: CCCCOc1cc(C=C(C)C(=O)OCC)ccc1-c1cccc(CNCC(=O)c2ccccc2)c1, CCO, [Na+], [OH-]. Yields the product CCCCOc1cc(C=C(C)C(=O)O)ccc1-c1cccc(CNCC(=O)c2ccccc2)c1. Reaction SMILES: [C:1]([c:2]1[cH:3][cH:4][cH:5][cH:6][cH:7]1)(=[O:8])[CH2:9][NH:10][CH2:11][c:12]1[cH:13][c:14](-[c:18]2[c:19]([O:32][CH2:33][CH2:34][CH2:35][CH3:36])[cH:20][c:21]([CH:24]=[C:25]([C:26](=[O:27])[O:28][CH2:29][CH3:30])[CH3:31])[cH:22][cH:23]2)[cH:15][cH:16][cH:17]1.[CH3:39][CH2:40][OH:41].[Na+:38].[OH-:37]>>[C:1]([c:2]1[cH:3][cH:4][cH:5][cH:6][cH:7]1)(=[O:8])[CH2:9][NH:10][CH2:11][c:12]1[cH:13][c:14](-[c:18]2[c:19]([O:32][CH2:33][CH2:34][CH2:35][CH3:36])[cH:20][c:21]([CH:24]=[C:25]([C:26](=[O:27])[OH:28])[CH3:31])[cH:22][cH:23]2)[cH:15][cH:16][cH:17]1. Reactants: ClCCl, CSCS(C)=O, ClCc1ccccc1, [H-], [Na+], C1CCOC1, O. Yields the product CSC(Cc1ccccc1)S(C)=O. RXN SMILES: [CH2:23]([Cl:24])[Cl:25].[CH3:1][S:2][CH2:3][S:4](=[O:5])[CH3:6].[Cl:14][CH2:15][c:16]1[cH:17][cH:18][cH:19][cH:20][cH:21]1.[H-:12].[Na+:13].[O:7]1[CH2:8][CH2:9][CH2:10][CH2:11]1.[OH2:22]>>[CH3:1][S:2][CH:3]([S:4](=[O:5])[CH3:6])[CH2:15][c:16]1[cH:17][cH:18][cH:19][cH:20][cH:21]1. Reactants: C(C(O)C1=CC=CC=C1)(=O)O (mandelic acid), N (ammonia), C1=CC=C(C=C1)[C@H](C(=O)O)O (R(-)-mandelic acid). The product is C(C(O)C1=CC=CC=C1)#N (Mandelonitrile). As a reaction SMILES: [C:1](O)(=O)[CH:2]([C:4]1[CH:9]=[CH:8][CH:7]=[CH:6][CH:5]=1)[OH:3].[NH3:12].C1C=CC([C@@H](O)C(O)=O)=CC=1>>[C:1](#[N:12])[CH:2]([C:4]1[CH:9]=[CH:8][CH:7]=[CH:6][CH:5]=1)[OH:3]. Procedure: Microbial cells harvested from the plate culture were washed with a 50 mM phosphoric acid buffer solution (pH=7.5) and suspended in 10 ml of the same buffer solution to prepare a resting cell suspension at a cell concentration having an optical density at 630 nm (OD630 ) of from 1 to 50. To the cell suspension was added mandelonitrile to a concentration of 0.2 w/v %, and the system was allowed to react at 30° C. for 16 to 24 hours. Analysis of the reaction mixture by liquid chromatography (Shise... Reactants: N1=CC(=CC=C1)B(O)O (Pyridine-3-boronic acid), BrC=1C=NC=2C3=C(C(=NC2C1)N)N=C(N3CC(C)C)COCC (7-bromo-2-(ethoxymethyl)-1-(2-methylpropyl)-1H-imidazo[4,5-c][1,5]naphthyridin-4-amine), C(CC)O (1-propanol), C([O-])([O-])=O.[Na+].[Na+] (sodium carbonate). Reagents/catalysts: C(C)(=O)[O-].[Pd+2].C(C)(=O)[O-] (palladium (II) acetate), C1(=CC=CC=C1)P(C1=CC=CC=C1)C1=CC=CC=C1 (triphenylphosphine). Run in O (water). Product: C(C)OCC=1N(C2=C(C(=NC=3C=C(C=NC23)C=2C=NC=CC2)N)N1)CC(C)C (2-(ethoxymethyl)-1-(2-methylpropyl)-7-(pyridin-3-yl)-1H-imidazo[4,5-c][1,5]naphthyridin-4-amine). The yield is 67.4%. RXN SMILES: [N:1]1[CH:6]=[CH:5][CH:4]=[C:3](B(O)O)[CH:2]=1.Br[C:11]1[CH:12]=[N:13][C:14]2[C:15]3[N:24]([CH2:25][CH:26]([CH3:28])[CH3:27])[C:23]([CH2:29][O:30][CH2:31][CH3:32])=[N:22][C:16]=3[C:17]([NH2:21])=[N:18][C:19]=2[CH:20]=1.C(O)CC.C(=O)([O-])[O-].[Na+].[Na+]>C([O-])(=O)C.[Pd+2].C([O-])(=O)C.C1(P(C2C=CC=CC=2)C2C=CC=CC=2)C=CC=CC=1.O>[CH2:31]([O:30][CH2:29][C:23]1[N:24]([CH2:25][CH:26]([CH3:28])[CH3:27])[C:15]2[C:14]3[N:13]=[CH:12][C:11]([C:3]4[CH:2]=[N:1][CH:6]=[CH:5][CH:4]=4)=[CH:20][C:19]=3[N:18]=[C:17]([NH2:21])[C:16]=2[N:22]=1)[CH3:32] |f:3.4.5,6.7.8|. Procedure: Pyridine-3-boronic acid (0.39 g, 3.2 mmol) was added to 7-bromo-2-(ethoxymethyl)-1-(2-methylpropyl)-1H-imidazo[4,5-c][1,5]naphthyridin-4-amine (1.0 g, 2.6 mmol) and 1-propanol (17 mL). The mixture was degassed and backfilled with nitrogen. Aqueous 2M sodium carbonate (1.6 mL), water (2 mL), triphenylphosphine (0.021 g, 0.079 mmol), and palladium (II) acetate (0.0058 g, 0.026 mmol) were added to the reaction mixture followed by subsequent degassing. The mixture became homogenous upon heating at r... Starting materials: N1(CCOCC1)CCNC(=O)NC=1SC2=C(N1)C=CC(=C2)SC#N (2-{[(2-morpholin-4-ylethyl)carbamoyl]amino}-1,3-benzothiazol-6-yl thiocyanate), SCC(O)C(O)CS (DL-dithiothreitol). The reagents and catalysts are P(=O)(O)(O)[O-].[K+] (potassium dihydrogen phosphate). Yields the product N1(CCOCC1)CCNC(=O)NC=1SC2=C(N1)C=CC(=C2)S (1-(2-morpholin-4-ylethyl)-3-(6-sulphanyl-1,3-benzothiazol-2-yl)urea). Isolated yield 75.5%. As a reaction SMILES: [N:1]1([CH2:7][CH2:8][NH:9][C:10]([NH:12][C:13]2[S:14][C:15]3[CH:21]=[C:20]([S:22]C#N)[CH:19]=[CH:18][C:16]=3[N:17]=2)=[O:11])[CH2:6][CH2:5][O:4][CH2:3][CH2:2]1.SCC(C(CS)O)O>P([O-])(O)(O)=O.[K+]>[N:1]1([CH2:7][CH2:8][NH:9][C:10]([NH:12][C:13]2[S:14][C:15]3[CH:21]=[C:20]([SH:22])[CH:19]=[CH:18][C:16]=3[N:17]=2)=[O:11])[CH2:2][CH2:3][O:4][CH2:5][CH2:6]1 |f:2.3|. Reported procedure: The 1-(2-morpholin-4-ylethyl)-3-(6-sulphanyl-1,3-benzothiazol-2-yl)urea was prepared according to the method described in Example 1b, but using 900 mg of 2-{[(2-morpholin-4-ylethyl)carbamoyl]amino}-1,3-benzothiazol-6-yl thiocyanate, 11 mg of potassium dihydrogen phosphate and 1.1 g of DL-dithiothreitol. 633 mg of 1-(2-morpholin-4-ylethyl)-3-(6-sulphanyl-1,3-benzothiazol-2-yl)urea are thus obtained in the form of a white solid, the characteristics of which are as follows: